Dataset: the Open Reaction Database (ORD), a public repository of structured organic reaction records. Task: describe an organic reaction: reactants, conditions, products, and yield Reactants: Cl.C(C1=CC=CC=C1)N(N)C1=CC=C(C=C1)F (1-(benzyl)-1-(4-fluorophenyl)hydrazine hydrochloride), CCOC(=O)CC1CCCCC1=O (ethyl 2-cyclohexanone acetate). The product is C(C1=CC=CC=C1)N1C2=CC=C(C=C2C=2CCCC(C12)CC(=O)O)F (9-benzyl-6-fluoro-1,2,3,4-tetrahydrocarbazol-1-ylacetic acid). As a reaction SMILES: Cl.[CH2:2]([N:9]([C:11]1[CH:16]=[CH:15][C:14]([F:17])=[CH:13][CH:12]=1)N)[C:3]1[CH:8]=[CH:7][CH:6]=[CH:5][CH:4]=1.CC[O:20][C:21]([CH2:23][CH:24]1[C:29](=O)[CH2:28][CH2:27][CH2:26][CH2:25]1)=[O:22]>>[CH2:2]([N:9]1[C:25]2[CH:24]([CH2:23][C:21]([OH:22])=[O:20])[CH2:29][CH2:28][CH2:27][C:26]=2[C:16]2[C:11]1=[CH:12][CH:13]=[C:14]([F:17])[CH:15]=2)[C:3]1[CH:8]=[CH:7][CH:6]=[CH:5][CH:4]=1 |f:0.1|. Procedure details: Following the procedure of Example 1, but using 1-(benzyl)-1-(4-fluorophenyl)hydrazine hydrochloride and ethyl 2-cyclohexanone acetate as starting materials, the title compound was prepared. The reactants are COC=1C(=C(SC1)C)C(=S)O (4-Methoxy-2-methylthiothiophene-3-carboxylic acid), ClN1C(CCC1=O)=O (N-chlorosuccinimide), O (water). Run in C(Cl)(Cl)Cl.C(C)(=O)O (chloroform acetic acid). Run at time 2 hour. Product: ClC1=C(C(=C(S1)C)C(=S)O)OC (5-Chloro-4-methoxy-2-methylthiothiophene-3-carboxylic acid). RXN SMILES: [CH3:1][O:2][C:3]1[C:4]([C:9]([OH:11])=[S:10])=[C:5]([CH3:8])[S:6][CH:7]=1.[Cl:12]N1C(=O)CCC1=O.O>C(Cl)(Cl)Cl.C(O)(=O)C>[Cl:12][C:7]1[S:6][C:5]([CH3:8])=[C:4]([C:9]([OH:11])=[S:10])[C:3]=1[O:2][CH3:1] |f:3.4|. Procedure: Equimolecular amounts of the thiophene (d) above and N-chlorosuccinimide were dissolved in 1/1 chloroform/acetic acid mixture. The mixture was stirred for two hours and then poured into water. The organic layer was washed with 10% aqueous sodium hydroxide, dried over sodium sulphate and the solvent evaporated. The carboxylic acid was purified by recrystallisation from ethanol, m.p. 193°-194° C. Starting materials: OC=1C2=C(N=CN1)C(=CC=N2)C(=O)N (4-hydroxypyrido[3,2-d]pyrimidine-8-carboxamide), Cl.Cl.N1(CCC1)C[C@@H](N)C1=CC(=C(C=C1)Cl)C(F)(F)F ((S)-2-(azetidin-1-yl)-1-(4-chloro-3-(trifluoromethyl)phenyl)ethanamine dihydrochloride). Yields the product N1(CCC1)C[C@H](C1=CC(=C(C=C1)Cl)C(F)(F)F)NC=1C2=C(N=CN1)C(=CC=N2)C(=O)N (4-[(S)-2-Azetidin-1-yl-1-(4-chloro-3-trifluoromethyl-phenyl)-ethylamino]-pyrido[3,2-d]pyrimidine-8-carboxamide). RXN SMILES: O[C:2]1[C:3]2[N:11]=[CH:10][CH:9]=[C:8]([C:12]([NH2:14])=[O:13])[C:4]=2[N:5]=[CH:6][N:7]=1.Cl.Cl.[N:17]1([CH2:21][C@H:22]([C:24]2[CH:29]=[CH:28][C:27]([Cl:30])=[C:26]([C:31]([F:34])([F:33])[F:32])[CH:25]=2)[NH2:23])[CH2:20][CH2:19][CH2:18]1>>[N:17]1([CH2:21][C@@H:22]([NH:23][C:2]2[C:3]3[N:11]=[CH:10][CH:9]=[C:8]([C:12]([NH2:14])=[O:13])[C:4]=3[N:5]=[CH:6][N:7]=2)[C:24]2[CH:29]=[CH:28][C:27]([Cl:30])=[C:26]([C:31]([F:32])([F:33])[F:34])[CH:25]=2)[CH2:20][CH2:19][CH2:18]1 |f:1.2.3|. Procedure details: Compound 41 was prepared following general synthesis scheme 8 wherein 4-hydroxy-pyrido[3,2-d]pyrimidine-8-carboxylamide (G) was reacted with (S)-2-(azetidin-1-yl)-1-(4-chloro-3-(trifluoromethyl)phenyl)ethanamine dihydrochloride to give the title compound as a off-white solid. LC/MS [451 (M+H)]; 1H NMR (400 MHz, DMSO-d6) δ 9.93 (s, 1H), 9.20 (s, 1H), 9.01 (d, 1H), 8.56 (d, 1H), 8.39 (dd, 1H), 8.20 (d, 1H), 8.05 (s, 1H), 7.80 (d, 1H), 7.68 (d, 1H), 5.38 (t, 1H), 3.11 (ddd, 5H), 2.84 (dd, 1H), 1.93... Reactants: C1(=CC=CC=C1)P(C1=CC=CC=C1)C1=CC=CC=C1 (triphenylphosphine), C(C)(C)N1C=C(C2=CC=C(C=C12)C)C(=O)O (1-isopropyl-6-methyl-1H-indole-3-carboxylic acid), NC=1SC=CN1 (2-aminothiazole), BrN1C(CCC1=O)=O (N-bromosuccinimide). Run in C(Cl)Cl (methylene chloride). Reaction conditions: temperature 0 celsius, time 15 minute. The product is hexanes ethyl acetate, S1C(=NC=C1)NC(=O)C1=CN(C2=CC(=CC=C12)C)C(C)C (1-isopropyl-6-methyl-1H-indole-3-carboxylic acid thiazol-2-ylamide). Isolated yield 41.6%. RXN SMILES: C1(P(C2C=CC=CC=2)C2C=CC=CC=2)C=CC=CC=1.BrN1C(=O)CCC1=O.[CH:28]([N:31]1[C:39]2[C:34](=[CH:35][CH:36]=[C:37]([CH3:40])[CH:38]=2)[C:33]([C:41]([OH:43])=O)=[CH:32]1)([CH3:30])[CH3:29].[NH2:44][C:45]1[S:46][CH:47]=[CH:48][N:49]=1>C(Cl)Cl>[S:46]1[CH:47]=[CH:48][N:49]=[C:45]1[NH:44][C:41]([C:33]1[C:34]2[C:39](=[CH:38][C:37]([CH3:40])=[CH:36][CH:35]=2)[N:31]([CH:28]([CH3:29])[CH3:30])[CH:32]=1)=[O:43]. Procedure: A solution of triphenylphosphine (628 mg, 2.39 mmol) in methylene chloride (5 mL) cooled to 0° C. was treated with N-bromosuccinimide (425 mg, 2.39 mmol). The reaction was stirred at 0° C. for 15 min and then was treated with 1-isopropyl-6-methyl-1H-indole-3-carboxylic acid (400 mg, 1.84 mmol). The reaction was stirred at 0° C. for 15 min and then was allowed to warm to 25° C. where it was stirred for 30 min. The reaction was then treated with 2-aminothiazole (424 mg, 4.23 mmol) and stirred at 2... Starting materials: CN(C(=O)C1=CC2=CC=CC=3N2C1=C(C3CC)C3=CC=C(C=C3)OCC3=CC=CC=C3)C (4-Ethyl-3-(4-benzyloxyphenyl)pyrrolo[2,1,5-cd]indolizine-2-carboxylic acid dimethlamide). Run in C(C)O (ethanol). Yields the product CN(C(=O)C1=CC2=CC=CC=3N2C1=C(C3CC)C3=CC=C(C=C3)O)C (4-ethyl-3-(4-hydroxyphenyl)pyrrolo[2,1,5-cd]indolizine-2-carboxylic acid dimethylamide). Yield: 113.0%. RXN SMILES: [CH3:1][N:2]([CH3:32])[C:3]([C:5]1[C:13]2=[C:14]([C:18]3[CH:23]=[CH:22][C:21]([O:24]CC4C=CC=CC=4)=[CH:20][CH:19]=3)[C:15]([CH2:16][CH3:17])=[C:11]3[N:12]2[C:7](=[CH:8][CH:9]=[CH:10]3)[CH:6]=1)=[O:4]>C(O)C>[CH3:32][N:2]([CH3:1])[C:3]([C:5]1[C:13]2=[C:14]([C:18]3[CH:19]=[CH:20][C:21]([OH:24])=[CH:22][CH:23]=3)[C:15]([CH2:16][CH3:17])=[C:11]3[N:12]2[C:7](=[CH:8][CH:9]=[CH:10]3)[CH:6]=1)=[O:4]. Reported procedure: 4-Ethyl-3-(4-benzyloxyphenyl)pyrrolo[2,1,5-cd]indolizine-2-carboxylic acid dimethlamide was hydrogenated by the general synthetic principles outlined in example 12, to afford 4-ethyl-3-(4-hydroxyphenyl)pyrrolo[2,1,5-cd]indolizine-2-carboxylic acid dimethylamide as a yellow gum in 113% yield (ethanol incl.). 1H-NMR (CDCl3, 300 MHz) δ: 1.43 (t, 3H); 2.56 (s, 3H); 2.98 (s, 3H); 3.19 (q, 2H); 7.00 (d, 2H); 7.33 (s, 1H); 7.49 (d, 2H); 7.68 (dd, 1H); 7.96 (d, 2H). Starting materials: [Li]CCCC, CCCCCC, CC(C)C1COC(=O)N1, C1CCOC1, O=C(Cl)CCc1ccccc1. Product: CC(C)C1COC(=O)N1C(=O)CCc1ccccc1. RXN SMILES: [CH2:10]([Li:11])[CH2:12][CH2:13][CH3:14].[CH3:15][CH2:16][CH2:17][CH2:18][CH2:19][CH3:20].[CH3:1][CH:2]([CH3:3])[CH:4]1[NH:5][C:6](=[O:9])[O:7][CH2:8]1.[O:32]1[CH2:33][CH2:34][CH2:35][CH2:36]1.[c:21]1([CH2:27][CH2:28][C:29](=[O:30])[Cl:31])[cH:22][cH:23][cH:24][cH:25][cH:26]1>>[CH3:1][CH:2]([CH3:3])[CH:4]1[N:5]([C:29]([CH2:28][CH2:27][c:21]2[cH:22][cH:23][cH:24][cH:25][cH:26]2)=[O:30])[C:6](=[O:9])[O:7][CH2:8]1. RXN SMILES: [CH:1]1[CH2:6][CH2:5][CH2:4][CH2:3][CH:2]=1.[Cl:7][C:8](Cl)([Cl:12])[C:9](Cl)=[O:10].C(=O)(O)[O-].[Na+].Cl>O.C(OCC)C.S([O-])([O-])(=O)=O.[Cu+2].[Zn]>[Cl:7][C:8]1([Cl:12])[CH:6]2[CH:1]([CH2:2][CH2:3][CH2:4][CH2:5]2)[C:9]1=[O:10] |f:2.3,7.8|. Yield: 47.5%. Reagents/catalysts: [Zn] (zinc), [Zn] (zinc), S(=O)(=O)([O-])[O-].[Cu+2] (Copper (II) sulphate). Reported procedure: Copper (II) sulphate (2.0 g, 8.0 mmol) was dissolved in water (75 ml) and added to zinc dust (30 g). The mixture was stirred for 2 hours. The mixture was filtered and the solid collected, washed twice with acetone and dried under vacuum at 100° C. for 24 hrs. A portion of the activated zinc (8.0 g) was added to a solution of cyclohexene (10 ml, 98.9 mmol) in diethyl ether (180 ml). Trichloroacetyl chloride (10.48 ml, 93.96 mmol) in diethyl ether (20 ml) was added at such a rate to keep the mixtu... Reactants: C1=CCCCC1 (cyclohexene), ClC(C(=O)Cl)(Cl)Cl (Trichloroacetyl chloride), C([O-])(O)=O.[Na+] (sodium bicarbonate), Cl (HCl). Run in C(C)OCC (diethyl ether), C(C)OCC (diethyl ether), C(C)OCC (diethyl ether), O (water). Run at time 2 hour. Product: ClC1(C(C2CCCCC12)=O)Cl ((1RS,6SR)-8,8-Dichlorobicyclo[4.2.0]octan-7-one).